From a dataset of the Open Reaction Database (ORD), a public repository of structured organic reaction records. describe an organic reaction: reactants, conditions, products, and yield Reactants: N1C(=NC=C1)C(=O)O (1H-imidazole-2-carboxylic acid), NC=1C(=CC=CC1)C (o-toluidine), C=1C=CC2=C(C1)N=NN2O (HOBt), O (water). The solvent is CN(C)C=O (DMF). Reaction conditions: time 16 hour. The product is C1(=C(C=CC=C1)NC(=O)C=1NC=CN1)C (N-o-Tolyl-1H-imidazole-2-carboxamide). The yield is 99.6%. RXN SMILES: [NH:1]1[CH:5]=[CH:4][N:3]=[C:2]1[C:6]([OH:8])=O.[NH2:9][C:10]1[C:11]([CH3:16])=[CH:12][CH:13]=[CH:14][CH:15]=1.C1C=CC2N(O)N=NC=2C=1.O>CN(C=O)C>[C:11]1([CH3:16])[CH:12]=[CH:13][CH:14]=[CH:15][C:10]=1[NH:9][C:6]([C:2]1[NH:1][CH:5]=[CH:4][N:3]=1)=[O:8]. Procedure: To a solution of 1H-imidazole-2-carboxylic acid (0.52 g, 4.64 mmol) in DMF (20 mL) was added o-toluidine (0.50 mL, 4.64 mmol), EDCHCl (1.35 g, 6.96 mmol) and HOBt (0.94 g, 6.96 mmol). The reaction mixture was stirred at room temperature for 16 hours. Then, it was poured into water and extracted with ethyl acetate. The combined organic layer was dried over sodium sulphate, filtered and concentrated to dryness. The crude product was purified by flash chromatography (2% to 3% MeOH/DCM) to yield 0.9... The reactants are C1=C(C=CC2=CC=CC=C12)C(C)O (1-(2-naphthyl)ethanol), C1(CC1)NS(=O)(=O)C1=C(C=CC=C1)[N+](=O)[O-] (N-cyclopropyl-2-nitrobenzenesulfonamide), C1(=CC=CC=C1)P(C1=CC=CC=C1)C1=CC=CC=C1 (triphenylphosphine), N(=NC(=O)OC(C)C)C(=O)OC(C)C (diisopropyl azodicarboxylate). The solvent is O1CCCC1 (tetrahydrofuran). Run at time 3 hour. Yields the product C1(CC1)N(S(=O)(=O)C1=C(C=CC=C1)[N+](=O)[O-])C(C)C1=CC2=CC=CC=C2C=C1 (N-cyclopropyl-N-[1-(2-naphthyl)ethyl]-2-nitrobenzenesulfonamide). Yield: 63.0%. RXN SMILES: [CH:1]1[C:10]2[C:5](=[CH:6][CH:7]=[CH:8][CH:9]=2)[CH:4]=[CH:3][C:2]=1[CH:11](O)[CH3:12].[CH:14]1([NH:17][S:18]([C:21]2[CH:26]=[CH:25][CH:24]=[CH:23][C:22]=2[N+:27]([O-:29])=[O:28])(=[O:20])=[O:19])[CH2:16][CH2:15]1.C1(P(C2C=CC=CC=2)C2C=CC=CC=2)C=CC=CC=1.N(C(OC(C)C)=O)=NC(OC(C)C)=O>O1CCCC1>[CH:14]1([N:17]([CH:11]([C:2]2[CH:3]=[CH:4][C:5]3[C:10](=[CH:9][CH:8]=[CH:7][CH:6]=3)[CH:1]=2)[CH3:12])[S:18]([C:21]2[CH:26]=[CH:25][CH:24]=[CH:23][C:22]=2[N+:27]([O-:29])=[O:28])(=[O:20])=[O:19])[CH2:16][CH2:15]1. Procedure: To a solution of 1-(2-naphthyl)ethanol (344 mg), N-cyclopropyl-2-nitrobenzenesulfonamide (581 mg) and triphenylphosphine (787 mg) in tetrahydrofuran (10 mL) was added dropwise diisopropyl azodicarboxylate (590 μL) under ice-cooling, and the mixture was stirred at room temperature for 3 hours. The reaction solution was concentrated, and the resulting residue was purified by silica gel column chromatography (eluent: n-hexane/ethyl acetate=4/1→1/1), and then triturated with diethyl ether-n-hexane (... Starting materials: CN(C)CCCN(C)c1ncc(C(F)(F)F)cc1[N+](=O)[O-], CCO. The product is CN(C)CCCN(C)c1ncc(C(F)(F)F)cc1N. As a reaction SMILES: [CH3:1][N:2]([CH2:3][CH2:4][CH2:5][N:6]([c:7]1[n:8][cH:9][c:10]([C:16]([F:17])([F:18])[F:19])[cH:11][c:12]1[N+:13]([O-:14])=[O:15])[CH3:20])[CH3:21].[CH3:22][CH2:23][OH:24]>>[CH3:1][N:2]([CH2:3][CH2:4][CH2:5][N:6]([c:7]1[n:8][cH:9][c:10]([C:16]([F:17])([F:18])[F:19])[cH:11][c:12]1[NH2:13])[CH3:20])[CH3:21]. The reactants are C(C=C)(=O)OC (methyl acrylate), CP(OC)(=O)OC (dimethyl methanephosphonate). Solvent: C(C)O (ethanol). Conditions: temperature 60 celsius, time 1 hour. The product is COP(=O)(CCC(=O)OC)C (Methyl 3-(methoxy-methylphosphinyl)propionate). Yield: 97.5%. RXN SMILES: [C:1]([O:5][CH3:6])(=[O:4])[CH:2]=[CH2:3].[CH3:7][P:8](OC)(=[O:11])[O:9][CH3:10]>C(O)C>[CH3:10][O:9][P:8]([CH3:7])([CH2:3][CH2:2][C:1]([O:5][CH3:6])=[O:4])=[O:11]. Procedure details: A mixture of 86 g of methyl acrylate and 80 g of ethanol is added dropwise in the course of 30 minutes at 60° C. under nitrogen to a solution of 108 g of dimethyl methanephosphonate. The reaction mixture is then stirred at 60° C. for one hour. A total of 55 g of methyl ethyl ether are collected in the cooling trap. Excess ethanol is then removed by vacuum distillation. The crude product is obtained in a yield of 184 g with a 95.4% purity, which corresponds to a theoretical yield of 97.5%. Starting materials: FC=1C=C(C=CC1OC1=CC=NC2=CC(=CC=C12)OCCCC1(CC1)O)NC(=O)C=1C(N(N(C1C)C)C1=CC=CC=C1)=O (N-(3-fluoro-4-(7-(3-(1-hydroxycyclopropyl)propoxy)-quinolin-4-yl-oxy)phenyl)-1,5-dimethyl-3-oxo-2-phenyl-2,3-dihydro-1H-pyrazole-4-carboxamide), C(=O)(OC(C)(C)C)NCC(=O)O (N-Boc-glycine), C1CCC(CC1)N=C=NC2CCCCC2 (DCC). The reagents and catalysts are CN(C)C=1C=CN=CC1 (DMAP). The solvent is ClCCl (dichloromethane). Reaction conditions: time 8 hour. The product is C(C)(C)(C)OC(=O)NCC(=O)OC1(CC1)CCCOC1=CC=C2C(=CC=NC2=C1)OC1=C(C=C(C=C1)NC(=O)C1=C(N(N(C1=O)C1=CC=CC=C1)C)C)F (1-(3-(4-(4-(2,3-dimethyl-5-oxo-1-phenyl-2,5-dihydro-1H-pyrazole-4-carbox-amido)-2-fluorophenoxy)quinolin-7-yloxy)propyl)cyclopropyl 2-(tert-butoxy-carbonylamino)acetate). Yield: 57.8%. As a reaction SMILES: [F:1][C:2]1[CH:3]=[C:4]([NH:27][C:28]([C:30]2[C:31](=[O:43])[N:32]([C:37]3[CH:42]=[CH:41][CH:40]=[CH:39][CH:38]=3)[N:33]([CH3:36])[C:34]=2[CH3:35])=[O:29])[CH:5]=[CH:6][C:7]=1[O:8][C:9]1[C:18]2[C:13](=[CH:14][C:15]([O:19][CH2:20][CH2:21][CH2:22][C:23]3([OH:26])[CH2:25][CH2:24]3)=[CH:16][CH:17]=2)[N:12]=[CH:11][CH:10]=1.[C:44]([NH:51][CH2:52][C:53](O)=[O:54])([O:46][C:47]([CH3:50])([CH3:49])[CH3:48])=[O:45].C1CCC(N=C=NC2CCCCC2)CC1>CN(C1C=CN=CC=1)C.ClCCl>[C:47]([O:46][C:44]([NH:51][CH2:52][C:53]([O:26][C:23]1([CH2:22][CH2:21][CH2:20][O:19][C:15]2[CH:14]=[C:13]3[C:18]([C:9]([O:8][C:7]4[CH:6]=[CH:5][C:4]([NH:27][C:28]([C:30]5[C:31](=[O:43])[N:32]([C:37]6[CH:38]=[CH:39][CH:40]=[CH:41][CH:42]=6)[N:33]([CH3:36])[C:34]=5[CH3:35])=[O:29])=[CH:3][C:2]=4[F:1])=[CH:10][CH:11]=[N:12]3)=[CH:17][CH:16]=2)[CH2:25][CH2:24]1)=[O:54])=[O:45])([CH3:50])([CH3:49])[CH3:48]. Reported procedure: To a mixture of N-(3-fluoro-4-(7-(3-(1-hydroxycyclopropyl)propoxy)-quinolin-4-yl-oxy)phenyl)-1,5-dimethyl-3-oxo-2-phenyl-2,3-dihydro-1H-pyrazole-4-carboxamide (218 mg, 0.374 mmol), N-Boc-glycine (133.4 mg, 0.768 mmol, Alfa), and DMAP (7.03 mg, 0.058 mmol, Aladdin) in 10 mL of dichloromethane was added DCC solid (323.4 mg, 1.54 mmol, Aldrich) slowly at 0° C. The reaction was then warmed up to rt and continued to stir at rt overnight. The mixture was filtered and the solid was washed with CH2Cl2 (... Starting materials: O=C1CCOc2ccc(Br)cc21, C1CCOC1, CC(C)(C)S(N)=O, CCCCCCC, CC[O-], CC[O-], CC[O-], CC[O-], [Ti+4]. Product: CC(C)(C)S(=O)N=C1CCOc2ccc(Br)cc21. RXN SMILES: [Br:1][c:2]1[cH:3][c:4]2[c:9]([cH:10][cH:11]1)[O:8][CH2:7][CH2:6][C:5]2=[O:12].[CH2:27]1[O:28][CH2:29][CH2:30][CH2:31]1.[CH3:13][C:14]([CH3:15])([CH3:16])[S:17](=[O:18])[NH2:19].[CH3:20][CH2:21][CH2:22][CH2:23][CH2:24][CH2:25][CH3:26].[CH3:32][CH2:33][O-:34].[CH3:36][CH2:37][O-:38].[CH3:39][CH2:40][O-:41].[CH3:42][CH2:43][O-:44].[Ti+4:35]>>[Br:1][c:2]1[cH:3][c:4]2[c:9]([cH:10][cH:11]1)[O:8][CH2:7][CH2:6][C:5]2=[N:19][S:17]([C:14]([CH3:13])([CH3:15])[CH3:16])=[O:18].